From a dataset of the Open Reaction Database (ORD), a public repository of structured organic reaction records. describe an organic reaction: reactants, conditions, products, and yield Reactants: C(=O)C1C2C=CC(C1)C2 (2-formyl-5-norbornene), C(#N)CC(=O)O (cyanoacetic acid), [OH-].[NH4+] (ammonium hydroxide). Run in C1=CC=CC=C1 (benzene). Product: C(#N)CC=C1C2C=CC(C1)C2 (2-(2-cyanoethylidene)-bicyclo[2.2.1]hept-5-ene). The yield is 72.1%. Reaction SMILES: [CH:1]([CH:3]1[CH2:8][CH:7]2[CH2:9][CH:4]1[CH:5]=[CH:6]2)=O.[C:10]([CH2:12]C(O)=O)#[N:11].[OH-].[NH4+]>C1C=CC=CC=1>[C:10]([CH2:12][CH:1]=[C:3]1[CH2:8][CH:7]2[CH2:9][CH:4]1[CH:5]=[CH:6]2)#[N:11] |f:2.3|. Procedure: A stirred solution of 100 g (0.82 mol) of 2-formyl-5-norbornene (Aldrich Chemical Co.), 65 g (0.76 mol) of cyanoacetic acid, 2 ml of ammonium hydroxide (58% ), 132 ml of diemthylformamide, and 170 ml benzene was heated to reflux and the water removed with a Dean-Stark trap. The reaction was allowed to continue until the evolution of carbon dioxide ceased (approx. 24 hrs.). Upon completion, the reaction was cooled and the solvent removed under reduced pressure. The residual oil was distilled unde... Starting materials: C(C)(C)(C)C=1OC2=C(N1)C(=CC=C2N2C(N(C(=CC2=O)C(F)(F)F)C)=O)Cl (3-(2-t-butyl-4-chlorobenzoxazol-7-yl)-1-methyl-6-trifluoromethyl-2,4-(1H,3H)pyrimidinedione), ClN(C(=O)OCC)Cl (N,N-dichlorourethane), O (water), C([O-])([O-])=O.[Na+].[Na+] (sodium carbonate). Reagents/catalysts: Cl (hydrochloric acid). The solvent is C(C)(=O)O (acetic acid). Run at time 15 minute. The product is C(C)(C)(C)C=1OC2=C(N1)C(=CC=C2N2C(N(C(=C(C2=O)Cl)C(F)(F)F)C)=O)Cl (3-(2-t-butyl-4-chlorobenzoxazol-7-yl)-1-methyl-5-chloro-6-trifluoromethyl-2,4-(1H,3H)pyrimidinedione). Isolated yield 130.7%. Reaction SMILES: [C:1]([C:5]1[O:6][C:7]2[C:13]([N:14]3[C:19](=[O:20])[CH:18]=[C:17]([C:21]([F:24])([F:23])[F:22])[N:16]([CH3:25])[C:15]3=[O:26])=[CH:12][CH:11]=[C:10]([Cl:27])[C:8]=2[N:9]=1)([CH3:4])([CH3:3])[CH3:2].[Cl:28]N(Cl)C(OCC)=O.O.C(=O)([O-])[O-].[Na+].[Na+]>C(O)(=O)C.Cl>[C:1]([C:5]1[O:6][C:7]2[C:13]([N:14]3[C:19](=[O:20])[C:18]([Cl:28])=[C:17]([C:21]([F:23])([F:22])[F:24])[N:16]([CH3:25])[C:15]3=[O:26])=[CH:12][CH:11]=[C:10]([Cl:27])[C:8]=2[N:9]=1)([CH3:4])([CH3:2])[CH3:3] |f:3.4.5|. Reported procedure: A stirred solution of 0.84 gram (2.1 mmole) of 3-(2-t-butyl-4-chlorobenzoxazol-7-yl)-1-methyl-6-trifluoromethyl-2,4-(1H,3H)pyrimidinedione (prepared as described in Example 2) in 20 mL of acetic acid had 0.16 gram (1.0 mmole) of N,N-dichlorourethane added via syringe. Upon completion of the addition the clear reaction mixture was stirred for 15 minutes, then one drop of concentrated hydrochloric acid was added, and the reaction mixture was stirred at ambient temperature for 72 hours. After this ... Reactants: ClC1=CC2=C(N3C=NC(=C3CN(C2=O)CC2=C(C=C(C=C2)OC)OC)C#N)C=C1 (8-Chloro-5-(2,4-dimethoxy-benzyl)-6-oxo-5,6-dihydro-4H-2,5,10b-triaza-benzo[e]azulene-3-carbonitrile), Cl.NO (hydroxylamine HCl), solution, C[O-].[Na+] (sodium methylate), CO (methanol). The solvent is O (water), CN(C)C=O (DMF). Reaction conditions: time 8 hour. Product: ClC1=CC2=C(N3C=NC(=C3CN(C2=O)CC2=C(C=C(C=C2)OC)OC)C(=N)NO)C=C1 (8-Chloro-5-(2,4-dimethoxy-benzyl)-N-hydroxy-6-oxo-5,6-dihydro-4H-2,5,10b-triaza-benzo[e]azulene-3-carboxamidine). Reaction SMILES: [Cl:1][C:2]1[CH:29]=[CH:28][C:5]2[N:6]3[C:10]([CH2:11][N:12]([CH2:15][C:16]4[CH:21]=[CH:20][C:19]([O:22][CH3:23])=[CH:18][C:17]=4[O:24][CH3:25])[C:13](=[O:14])[C:4]=2[CH:3]=1)=[C:9]([C:26]#[N:27])[N:8]=[CH:7]3.Cl.[NH2:31][OH:32].C[O-].[Na+].CO>CN(C=O)C.O>[Cl:1][C:2]1[CH:29]=[CH:28][C:5]2[N:6]3[C:10]([CH2:11][N:12]([CH2:15][C:16]4[CH:21]=[CH:20][C:19]([O:22][CH3:23])=[CH:18][C:17]=4[O:24][CH3:25])[C:13](=[O:14])[C:4]=2[CH:3]=1)=[C:9]([C:26]([NH:31][OH:32])=[NH:27])[N:8]=[CH:7]3 |f:1.2,3.4|. Procedure details: 8-Chloro-5-(2,4-dimethoxy-benzyl)-6-oxo-5,6-dihydro-4H-2,5,10b-triaza-benzo[e]azulene-3-carbonitrile (2 g, 4.9 mmol) and hydroxylamine HCl (1 g, 14.6 mmol) were suspended in DMF (10 mL) and treated slowly with a 5.4 M solution of sodium methylate in methanol (2.7 mL, 14.6 mmol). The yellow suspension was stirred overnight. The suspension was cooled in ice and diluted with water (20 mL) and stirred for 1 h in ice. The crystals were filtered off and washed with cold water (5 mL). One obtained whit...